This data is from the Open Reaction Database (ORD), a public repository of structured organic reaction records. The task is: describe an organic reaction: reactants, conditions, products, and yield The reactants are BrC1=C(OCOCC[Si](C)(C)C)C=C(C=C1)C(F)(F)F ((2-((2-bromo-5-(trifluoromethyl)phenoxy)methoxy)ethyl)trimethylsilane), FC1=C(C=CC(=C1)B1OC(C(O1)(C)C)(C)C)C=1C=NC(=NC1)N (5-(2-fluoro-4-(4,4,5,5-tetramethyl-1,3,2-dioxaborolan-2-yl)phenyl)-pyrimidin-2-amine). The product is FC=1C=C(C=CC1C=1C=NC(=NC1)N)C1=C(C=C(C=C1)C(F)(F)F)OCOCC[Si](C)(C)C (5-[3-Fluoro-4′-(trifluoromethyl)-2′-{[2-(trimethylsilyl)ethoxy]methoxy}biphenyl-4-yl]-pyrimidin-2-amine). RXN SMILES: Br[C:2]1[CH:16]=[CH:15][C:14]([C:17]([F:20])([F:19])[F:18])=[CH:13][C:3]=1[O:4][CH2:5][O:6][CH2:7][CH2:8][Si:9]([CH3:12])([CH3:11])[CH3:10].[F:21][C:22]1[CH:27]=[C:26](B2OC(C)(C)C(C)(C)O2)[CH:25]=[CH:24][C:23]=1[C:37]1[CH:38]=[N:39][C:40]([NH2:43])=[N:41][CH:42]=1>>[F:21][C:22]1[CH:27]=[C:26]([C:2]2[CH:16]=[CH:15][C:14]([C:17]([F:20])([F:19])[F:18])=[CH:13][C:3]=2[O:4][CH2:5][O:6][CH2:7][CH2:8][Si:9]([CH3:12])([CH3:11])[CH3:10])[CH:25]=[CH:24][C:23]=1[C:37]1[CH:42]=[N:41][C:40]([NH2:43])=[N:39][CH:38]=1. Procedure: The title compound was prepared in a manner similar to that described in Example 88 using (2-((2-bromo-5-(trifluoromethyl)phenoxy)methoxy)ethyl)trimethylsilane and 5-(2-fluoro-4-(4,4,5,5-tetramethyl-1,3,2-dioxaborolan-2-yl)phenyl)-pyrimidin-2-amine. MS (ESI): mass calcd. for C23H25F4N3O2Si, 479.17; m/z found, 480.0 [M+H]+. 1H NMR (500 MHz, CD3OD) δ 8.55-8.48 (m, 2H), 7.60-7.51 (m, 3H), 7.48-7.36 (m, 3H), 5.33-5.29 (d, J=1.0, 2H), 3.73-3.66 (m, 2H), 0.93-0.84 (t, J=8.0, 2H), −0.03-−0.07 (m, 9H). Starting materials: O=C=O, C1CCCCC1, CN(C)CCN(C)C, CCCCCC, CCOCC, COc1cccc2ccccc12, Cl. Reaction SMILES: [C:21](=[O:22])=[O:23].[CH2:31]1[CH2:32][CH2:33][CH2:34][CH2:35][CH2:36]1.[CH3:1][N:2]([CH3:3])[CH2:4][CH2:5][N:6]([CH3:7])[CH3:8].[CH3:25][CH2:26][CH2:27][CH2:28][CH2:29][CH3:30].[CH3:37][CH2:38][O:39][CH2:40][CH3:41].[CH3:9][O:10][c:11]1[cH:12][cH:13][cH:14][c:15]2[cH:16][cH:17][cH:18][cH:19][c:20]12.[ClH:24]>>[CH3:9][O:10][c:11]1[c:12]([C:21](=[O:22])[OH:23])[cH:13][cH:14][c:15]2[cH:16][cH:17][cH:18][cH:19][c:20]12. The product is COc1c(C(=O)O)ccc2ccccc12. The reactants are NC1=CC(=C(C(=O)NCCN(CC)CC)C=C1)OC (4-amino-N-(2-diethylamino-ethyl)-2-methoxy-benzamide), C1OC=2C=C(C(=O)Cl)C=CC2O1 (3,4-methylenedioxybenzoic acid chloride). Solvent: C(Cl)(Cl)Cl (chloroform). Reaction conditions: time 3 hour. Product: C(C)N(CCNC(=O)C1=CC=C(C=C1OC)NC(=O)C1=CC2=C(OCO2)C=C1)CC (benzo[1,3]dioxole-5-carboxylic acid [4-(2-diethylamino-ethylcarbamoyl)-5-methoxy-phenyl]-amide). Isolated yield 67.0%. Reaction SMILES: [NH2:1][C:2]1[CH:17]=[CH:16][C:5]([C:6]([NH:8][CH2:9][CH2:10][N:11]([CH2:14][CH3:15])[CH2:12][CH3:13])=[O:7])=[C:4]([O:18][CH3:19])[CH:3]=1.[CH2:20]1[O:31][C:30]2[CH:29]=[CH:28][C:24]([C:25](Cl)=[O:26])=[CH:23][C:22]=2[O:21]1>C(Cl)(Cl)Cl>[CH2:14]([N:11]([CH2:12][CH3:13])[CH2:10][CH2:9][NH:8][C:6]([C:5]1[C:4]([O:18][CH3:19])=[CH:3][C:2]([NH:1][C:25]([C:24]2[CH:28]=[CH:29][C:30]3[O:31][CH2:20][O:21][C:22]=3[CH:23]=2)=[O:26])=[CH:17][CH:16]=1)=[O:7])[CH3:15]. Procedure details: 200 mg (0.75 mmol) of 4-amino-N-(2-diethylamino-ethyl)-2-methoxy-benzamide in 10 ml of chloroform is mixed with 5 ml of 3,4-methylenedioxybenzoic acid chloride (in chloroform) and this mixture is stirred for 3 hours at room temperature. After concentration by evaporation in a vacuum, the residue is taken up in 40 ml of dilute sodium bicarbonate solution and then extracted with 40 ml of methylene chloride. The methylene chloride phase is washed with water, dried, filtered and concentrated by evap... As a reaction SMILES: [CH3:1][NH:2][C:3]1[CH:11]=[CH:10][C:6]([C:7]([OH:9])=[O:8])=[CH:5][CH:4]=1.[C:12](Cl)(=[O:19])[C:13]1[CH:18]=[CH:17][CH:16]=[CH:15][CH:14]=1.Cl>C1COCC1.[OH-].[Na+]>[C:12]([N:2]([CH3:1])[C:3]1[CH:4]=[CH:5][C:6]([C:7]([OH:9])=[O:8])=[CH:10][CH:11]=1)(=[O:19])[C:13]1[CH:18]=[CH:17][CH:16]=[CH:15][CH:14]=1 |f:4.5|. Procedure details: To a mixture of 4-(methylamino)benzoic acid (1.50 g) in THF (30 mL) and 1 mol/L aqueous sodium hydroxide solution (30 mL) was added dropwise benzoyl chloride (1.20 mL) under ice-cooling, and the mixture was stirred at room temperature for 14 hr. The reaction mixture was adjusted to pH=1-2 by the addition of dilute hydrochloric acid, and extracted with ethyl acetate (50 mL×2). The organic layer was washed with saturated brine and concentrated under reduced pressure. The residue was washed with a ... Yields the product C(C1=CC=CC=C1)(=O)N(C1=CC=C(C(=O)O)C=C1)C (4-[benzoyl(methyl)amino]benzoic acid). Conditions: time 14 hour. Solvent: C1CCOC1 (THF), [OH-].[Na+] (sodium hydroxide). Starting materials: CNC1=CC=C(C(=O)O)C=C1 (4-(methylamino)benzoic acid), Cl (hydrochloric acid), C(C1=CC=CC=C1)(=O)Cl (benzoyl chloride). The reactants are [N+](=O)([O-])C=1C=C(C(=O)O)C=C(C1Cl)S(=O)(=O)Cl (3-nitro-4-chloro-5-chlorosulfonylbenzoic acid), stannous chloride dihydrate. Run in C(C)(=O)O (acetic acid), Cl (hydrochloride). Product: Cl.NC=1C=C(C(=O)O)C=C(C1Cl)S (3-Amino-4-chloro-5-mercaptobenzoic acid Hydrochloride). RXN SMILES: [N+:1]([C:4]1[CH:5]=[C:6]([CH:10]=[C:11]([S:14](Cl)(=O)=O)[C:12]=1[Cl:13])[C:7]([OH:9])=[O:8])([O-])=O>C(O)(=O)C.Cl>[ClH:13].[NH2:1][C:4]1[CH:5]=[C:6]([CH:10]=[C:11]([SH:14])[C:12]=1[Cl:13])[C:7]([OH:9])=[O:8] |f:3.4|. Reported procedure: A solution of 3-nitro-4-chloro-5-chlorosulfonylbenzoic acid (33 g.; 0.11 mole) in acetic acid (550 ml.) is warmed to 70° C. on a water bath and treated in one portion with a solution of stannous chloride dihydrate (226 g.; 1.0 mole) in concentrated hydrochloride acid (190 ml.). The reaction is stirred at 70°-80° C. for one-half hour, chilled in ice and the tin complex which separates is filtered, rinsed with acetic acid and dissolved in water (300 ml.). The solution is treated with concentrated ... Starting materials: BrCC(=O)C=1C=C(SC1C)C(=S)OC (Methyl 4-(2-bromoacetyl)-5-methylthiothiophene-2-carboxylate), ClC1=C(C=CC=C1Cl)NC(=S)N (2,3-dichlorophenylthiourea). Yields the product Br.ClC1=C(C=CC=C1Cl)NC=1SC=C(N1)C=1C=C(SC1C)C(=S)OC (methyl 4-{2-[(2,3-dichlorophenyl)amino](1,3-thiazol-4-yl)}-5-methylthiothiophene-2-carboxylate hydrobromide). Isolated yield 64.2%. RXN SMILES: [Br:1][CH2:2][C:3]([C:5]1[CH:6]=[C:7]([C:11]([O:13][CH3:14])=[S:12])[S:8][C:9]=1[CH3:10])=O.[Cl:15][C:16]1[C:21]([Cl:22])=[CH:20][CH:19]=[CH:18][C:17]=1[NH:23][C:24]([NH2:26])=[S:25]>>[BrH:1].[Cl:15][C:16]1[C:21]([Cl:22])=[CH:20][CH:19]=[CH:18][C:17]=1[NH:23][C:24]1[S:25][CH:2]=[C:3]([C:5]2[CH:6]=[C:7]([C:11]([O:13][CH3:14])=[S:12])[S:8][C:9]=2[CH3:10])[N:26]=1 |f:2.3|. Reported procedure: Methyl 4-(2-bromoacetyl)-5-methylthiothiophene-2-carboxylate (60 mg, 0.19 mmol) was allowed to react with 2,3-dichlorophenylthiourea (42 mg) as described in Example 154, step (a) to give 60.5 mg (62% yield) methyl 4-{2-[(2,3-dichlorophenyl)amino](1,3-thiazol-4-yl)}-5-methylthiothiophene-2-carboxylate hydrobromide. 1H NMR (DMSO-d6, 300 MHz) δ2.66 (s, 3H), 3.82 (s, 3H), 7.27 (dd, 1H, J=1.5, 6.5 Hz), 7.36 (d, 1H, J=8.2 Hz), 7.43 (s, 1H), 8.14 (s, 1H), 8.62 (dd, 1H, J=1.5, 8.4 Hz), 9.95 (bs, 1H); Ma... Reactants: CC[C@H]1CN2CC[C@H]1C[C@@H]2[C@H](C3=C4C=C(C=CC4=NC=C3)OC)OC5=NN=C(C6=CC=CC=C65)O[C@H]([C@H]7C[C@@H]8CCN7C[C@@H]8CC)C9=C1C=C(C=CC1=NC=C9)OC (AD-mix-beta), CC(C)(C)O (t-BuOH), O (H2O), S(=O)([O-])[O-].[Na+].[Na+] (sodium sulfite), BrC1=CC=C(C=C1)C(=C)C(F)F (1-bromo-4-[1-(difluoromethyl)vinyl]benzene). The solvent is C(C)(=O)OCC (Ethyl acetate). Product: BrC1=CC=C(C=C1)[C@@](CO)(C(F)F)O ((2R)-2-(4-bromophenyl)-3,3-difluoropropane-1,2-diol). Reaction SMILES: CC[C@@H]1[C@@H]2C[C@H]([C@@H](OC3C4C(=CC=CC=4)C(O[C@@H](C4C=CN=C5C=4C=C(OC)C=C5)[C@@H]4N5C[C@H](CC)[C@@H](CC5)C4)=NN=3)C3C=CN=C4C=3C=C([O:22]C)C=C4)N(CC2)C1.CC(O)(C)C.[Br:64][C:65]1[CH:70]=[CH:69][C:68]([C:71]([CH:73]([F:75])[F:74])=[CH2:72])=[CH:67][CH:66]=1.S([O-])([O-])=O.[Na+].[Na+].[OH2:82]>C(OCC)(=O)C>[Br:64][C:65]1[CH:66]=[CH:67][C:68]([C@:71]([OH:22])([CH:73]([F:74])[F:75])[CH2:72][OH:82])=[CH:69][CH:70]=1 |f:3.4.5|. Procedure: To a 250 mL flask charged with commercial AD-mix-beta (7 g) were added t-BuOH (25 mL) and H2O (25 mL). The mixture was stirred at room temperature to give 2 clear phases and the low phases appeared yellow orange. After cooling to 0° C., 1-bromo-4-[1-(difluoromethyl)vinyl]benzene (1.1 g, 4.7 mmol) was added at once and the mixture was stirred at approximately 4° C. overnight. A bright yellow mixture resulted. The mixture was kept at 0° C. and solid sodium sulfite (8 g, 64 mmol) was added. The mix... The reactants are ClC=1N=C(C2=C(N1)N(C=C2)S(=O)(=O)C2=CC=C(C)C=C2)NC2CN(CCC2)C(=O)OC(C)(C)C (tert-butyl 3-(2-chloro-7-tosyl-7H-pyrrolo[2,3-d]pyrimidin-4-ylamino)piperidine-1-carboxylate), NC1=CC=C(C(=O)N)C=C1 (4-aminobenzamide), C[Si](C)(C)Cl (trimethylsilyl chloride). Solvent: C(CCC)O (nBuOH). Reaction conditions: temperature 116 celsius, time 20 hour. Yields the product N1CC(CCC1)NC=1C2=C(N=C(N1)NC1=CC=C(C(=O)N)C=C1)N(C=C2)S(=O)(=O)C2=CC=C(C)C=C2 (4-(4-(piperidin-3-ylamino)-7-tosyl-7H-pyrrolo[2,3-d]pyrimidin-2-ylamino)benzamide). Isolated yield 14.4%. Reaction SMILES: Cl[C:2]1[N:3]=[C:4]([NH:21][CH:22]2[CH2:27][CH2:26][CH2:25][N:24](C(OC(C)(C)C)=O)[CH2:23]2)[C:5]2[CH:10]=[CH:9][N:8]([S:11]([C:14]3[CH:20]=[CH:19][C:17]([CH3:18])=[CH:16][CH:15]=3)(=[O:13])=[O:12])[C:6]=2[N:7]=1.[NH2:35][C:36]1[CH:44]=[CH:43][C:39]([C:40]([NH2:42])=[O:41])=[CH:38][CH:37]=1.C[Si](Cl)(C)C>C(O)CCC>[NH:24]1[CH2:25][CH2:26][CH2:27][CH:22]([NH:21][C:4]2[C:5]3[CH:10]=[CH:9][N:8]([S:11]([C:14]4[CH:20]=[CH:19][C:17]([CH3:18])=[CH:16][CH:15]=4)(=[O:13])=[O:12])[C:6]=3[N:7]=[C:2]([NH:35][C:36]3[CH:44]=[CH:43][C:39]([C:40]([NH2:42])=[O:41])=[CH:38][CH:37]=3)[N:3]=2)[CH2:23]1. Procedure details: A mixture of tert-butyl 3-(2-chloro-7-tosyl-7H-pyrrolo[2,3-d]pyrimidin-4-ylamino)piperidine-1-carboxylate (251 mg, 0.496 mmol), 4-aminobenzamide (102 mg, 0.750 mmol) and trimethylsilyl chloride (0.200 mL, 1.58 mmol) in nBuOH (4 mL) was stirred at 116° C. in a sealed tube for 20 h. It was concentrated in vacuo. The residue was purified by HPLC to give 4-(4-(piperidin-3-ylamino)-7-tosyl-7H-pyrrolo[2,3-d]pyrimidin-2-ylamino)benzamide (36 mg). The reactants are CO, CC(C)Oc1cc2c(cc1Br)C(C)CN(C(=O)C(F)(F)F)CC2, [Na+], [OH-], O. Product: CC(C)Oc1cc2c(cc1Br)C(C)CNCC2. As a reaction SMILES: [CH3:26][OH:27].[F:1][C:2]([F:3])([F:4])[C:22]([N:5]1[CH2:6][CH2:7][c:8]2[c:9]([cH:13][c:14]([Br:21])[c:15]([O:17][CH:18]([CH3:19])[CH3:20])[cH:16]2)[CH:10]([CH3:12])[CH2:11]1)=[O:23].[Na+:25].[OH-:24].[OH2:28]>>[NH:5]1[CH2:6][CH2:7][c:8]2[c:9]([cH:13][c:14]([Br:21])[c:15]([O:17][CH:18]([CH3:19])[CH3:20])[cH:16]2)[CH:10]([CH3:12])[CH2:11]1. The reactants are O=C([O-])[O-], CCCCO, ClC(Cl)Cl, COc1cc(C(C)=O)ccc1OCCCl, Fc1ccc(C(c2ccc(F)cc2)C2CCNCC2)cc1, [I-], [K+], [K+], [K+]. Product: COc1cc(C(C)=O)ccc1OCCN1CCC(C(c2ccc(F)cc2)c2ccc(F)cc2)CC1. Reaction SMILES: [C:37](=[O:38])([O-:39])[O-:40].[CH2:45]([OH:46])[CH2:47][CH2:48][CH3:49].[CH:50]([Cl:51])([Cl:52])[Cl:53].[Cl:22][CH2:23][CH2:24][O:25][c:26]1[c:27]([O:35][CH3:36])[cH:28][c:29]([C:32]([CH3:33])=[O:34])[cH:30][cH:31]1.[F:1][c:2]1[cH:3][cH:4][c:5]([CH:8]([CH:9]2[CH2:10][CH2:11][NH:12][CH2:13][CH2:14]2)[c:15]2[cH:16][cH:17][c:18]([F:21])[cH:19][cH:20]2)[cH:6][cH:7]1.[I-:44].[K+:41].[K+:42].[K+:43]>>[F:1][c:2]1[cH:3][cH:4][c:5]([CH:8]([CH:9]2[CH2:10][CH2:11][N:12]([CH2:23][CH2:24][O:25][c:26]3[c:27]([O:35][CH3:36])[cH:28][c:29]([C:32]([CH3:33])=[O:34])[cH:30][cH:31]3)[CH2:13][CH2:14]2)[c:15]2[cH:16][cH:17][c:18]([F:21])[cH:19][cH:20]2)[cH:6][cH:7]1.